This data is from the Open Reaction Database (ORD), a public repository of structured organic reaction records. The task is: describe an organic reaction: reactants, conditions, products, and yield Reactants: COC(C(C1=CC=C(C=C1)OCCOC1=CC2=CC=CC=C2C=C1)=O)=O (4-[[2-(2-naphthalenyloxy)ethyl]oxy]-alpha-oxobenzeneacetic acid methyl ester), CN(CCN)C (N,N-dimethylethylenediamine). Run in CO (methanol). The product is CN(CCNC(C(C1=CC=C(C=C1)OCCOC1=CC2=CC=CC=C2C=C1)=O)=O)C (N-[2-(dimethylamino)ethyl]-4-[[2-(2-naphthalenyloxy)ethyl]oxy]-alpha-oxobenzeneacetamide). Reaction SMILES: C[O:2][C:3](=O)[C:4](=[O:25])[C:5]1[CH:10]=[CH:9][C:8]([O:11][CH2:12][CH2:13][O:14][C:15]2[CH:24]=[CH:23][C:22]3[C:17](=[CH:18][CH:19]=[CH:20][CH:21]=3)[CH:16]=2)=[CH:7][CH:6]=1.[CH3:27][N:28]([CH3:32])[CH2:29][CH2:30][NH2:31]>CO>[CH3:27][N:28]([CH3:32])[CH2:29][CH2:30][NH:31][C:3](=[O:2])[C:4](=[O:25])[C:5]1[CH:10]=[CH:9][C:8]([O:11][CH2:12][CH2:13][O:14][C:15]2[CH:24]=[CH:23][C:22]3[C:17](=[CH:18][CH:19]=[CH:20][CH:21]=3)[CH:16]=2)=[CH:7][CH:6]=1. Procedure details: A solution of 4-[[2-(2-naphthalenyloxy)ethyl]oxy]-alpha-oxobenzeneacetic acid methyl ester (0.5 g) in methanol (75 mL) was treated with N,N-dimethylethylenediamine (0.2 mL) and the mixture was refluxed for 18 hours. The solvents were removed by evaporation and the residue was purified by HPLC (ethyl acetate-methanol-triethylamine; 95:5:2) followed by crystallization from ethyl acetate-hexane to give 0.28 g of N-[2-(dimethylamino)ethyl]-4-[[2-(2-naphthalenyloxy)ethyl]oxy]-alpha-oxobenzeneacetamid... The reactants are Cl (hydrochloric acid), C(C)OC1=NN(C=C1CCC(=O)OCC)CC1=CC(=NC=C1)OCC=1N=C(OC1C)C1=CC=CC=C1 (ethyl 3-[3-ethoxy-1-[2-(5-methyl-2-phenyl-4-oxazolylmethoxy)-4-pyridylmethyl]-1H-pyrazol-4-yl]propionate), [OH-].[Na+] (sodium hydroxide), O1CCCC1 (tetrahydrofuran). Run in C(C)O (ethanol). Conditions: time 3 hour. The product is C(C)OC1=NN(C=C1CCC(=O)O)CC1=CC(=NC=C1)OCC=1N=C(OC1C)C1=CC=CC=C1 (3-[3-ethoxy-1-[2-(5-methyl-2-phenyl-4-oxazolylmethoxy)-4-pyridylmethyl]-1H-pyrazol-4-yl]propionic acid). The yield is 82.3%. As a reaction SMILES: [CH2:1]([O:3][C:4]1[C:8]([CH2:9][CH2:10][C:11]([O:13]CC)=[O:12])=[CH:7][N:6]([CH2:16][C:17]2[CH:22]=[CH:21][N:20]=[C:19]([O:23][CH2:24][C:25]3[N:26]=[C:27]([C:31]4[CH:36]=[CH:35][CH:34]=[CH:33][CH:32]=4)[O:28][C:29]=3[CH3:30])[CH:18]=2)[N:5]=1)[CH3:2].[OH-].[Na+].O1CCCC1.Cl>C(O)C>[CH2:1]([O:3][C:4]1[C:8]([CH2:9][CH2:10][C:11]([OH:13])=[O:12])=[CH:7][N:6]([CH2:16][C:17]2[CH:22]=[CH:21][N:20]=[C:19]([O:23][CH2:24][C:25]3[N:26]=[C:27]([C:31]4[CH:32]=[CH:33][CH:34]=[CH:35][CH:36]=4)[O:28][C:29]=3[CH3:30])[CH:18]=2)[N:5]=1)[CH3:2] |f:1.2|. Procedure: After a mixture of ethyl 3-[3-ethoxy-1-[2-(5-methyl-2-phenyl-4-oxazolylmethoxy)-4-pyridylmethyl]-1H-pyrazol-4-yl]propionate (638 mg), 1N aqueous sodium hydroxide solution (3 ml), tetrahydrofuran (6 ml) and ethanol (6 ml) was stirred at room temperature for 3 hours, 1N hydrochloric acid (3 ml) was added to the mixture, and then the mixture was extracted with ethyl acetate. The ethyl acetate layer was washed with saturated aqueous sodium chloride solution, dried (MgSO4) and concentrated. The resul... Reactants: CCCCCCCC[N+](C)(CCCCCCCC)CCCCCCCC, COc1cc(CC#N)cc(OC)c1OC, [Cl-], ClCCl, Cc1ccc(C=O)cc1[N+](=O)[O-], [Na+], [OH-], O. Product: COc1cc(C(C#N)=Cc2ccc(C)c([N+](=O)[O-])c2)cc(OC)c1OC. As a reaction SMILES: [CH2:31]([N+:32]([CH2:33][CH2:34][CH2:35][CH2:36][CH2:37][CH2:38][CH2:39][CH3:40])([CH2:41][CH2:42][CH2:43][CH2:44][CH2:45][CH2:46][CH2:47][CH3:48])[CH3:49])[CH2:50][CH2:51][CH2:52][CH2:53][CH2:54][CH2:55][CH3:56].[CH3:13][O:14][c:15]1[cH:16][c:17]([CH2:25][C:26]#[N:27])[cH:18][c:19]([O:23][CH3:24])[c:20]1[O:21][CH3:22].[Cl-:30].[Cl:58][CH2:59][Cl:60].[N+:1](=[O:2])([O-:3])[c:4]1[cH:5][c:6]([CH:7]=[O:8])[cH:9][cH:10][c:11]1[CH3:12].[Na+:29].[OH-:28].[OH2:57]>>[N+:1](=[O:2])([O-:3])[c:4]1[cH:5][c:6]([CH:7]=[C:25]([c:17]2[cH:16][c:15]([O:14][CH3:13])[c:20]([O:21][CH3:22])[c:19]([O:23][CH3:24])[cH:18]2)[C:26]#[N:27])[cH:9][cH:10][c:11]1[CH3:12]. Reactants: CN(CCN1C(C2=CC=CC(=C2C=C1)[N+](=O)[O-])=O)C (2-(2-Dimethylamino-ethyl)-5-nitro-2H-isoquinolin-1-one). The reagents and catalysts are [Pd] (Pd/C). The solvent is CO (MeOH). Conditions: time 1 hour. Product: NC1=C2C=CN(C(C2=CC=C1)=O)CCN(C)C (5-Amino-2-(2-dimethylamino-ethyl)-2H-isoquinolin-1-one). The yield is 99.0%. As a reaction SMILES: [CH3:1][N:2]([CH3:19])[CH2:3][CH2:4][N:5]1[CH:14]=[CH:13][C:12]2[C:7](=[CH:8][CH:9]=[CH:10][C:11]=2[N+:15]([O-])=O)[C:6]1=[O:18]>CO.[Pd]>[NH2:15][C:11]1[CH:10]=[CH:9][CH:8]=[C:7]2[C:12]=1[CH:13]=[CH:14][N:5]([CH2:4][CH2:3][N:2]([CH3:19])[CH3:1])[C:6]2=[O:18]. Procedure details: 2-(2-Dimethylamino-ethyl)-5-nitro-2H-isoquinolin-1-one (1.10 g, 0.00358 mol) was dissolved in MeOH (30 mL), Pd/C (10%) was added and the mixture was stirred under an atmosphere of hydrogen at room temperature for 1 h. The mixture was filtered through Celite, and the solvent was removed in vacuo to give the titled product as a light yellow solid (0.82 g). MS m/z (M+H) 232.4. Starting materials: FC=1C(=C(C=CC1F)N)N (3,4-difluoro-1,2-phenylenediamine), ClCC(=O)O (chloro-acetic acid), [NH4+].[OH-] (NH4OH). Run in Cl (HCl). Reaction conditions: temperature 100 celsius. The product is ClCC1=NC2=C(N1)C=C(C(=C2)F)F (2-chloromethyl-5,6-difluoro-1H-benzoimidazole). As a reaction SMILES: [F:1][C:2]1[C:3](N)=[C:4]([NH2:9])[CH:5]=[CH:6][C:7]=1[F:8].[Cl:11][CH2:12][C:13](O)=O.[NH4+:16].[OH-]>Cl>[Cl:11][CH2:12][C:13]1[NH:9][C:4]2[CH:3]=[C:2]([F:1])[C:7]([F:8])=[CH:6][C:5]=2[N:16]=1 |f:2.3|. Procedure details: A mixture of 1 g of 3,4-difluoro-1,2-phenylenediamine (6.94 mmol) and 0.983 g of chloro-acetic acid (10.41 mmol, 1.5 eq) in 13 mL of 4N aqueous HCl was heated to 100° C. for 3 h. The mixture was poured onto ice (10 g), neutralized by the addition of NH4OH and extracted with three 30 mL portions of ethyl acetate. The organic extracts were combined and dried over Na2SO4, filtered and concentrated by rotary evaporation to give 1.28 g of 2-chloromethyl-5,6-difluoro-1H-benzoimidazole as a brown solid... The reactants are NCC=1C=C(C(=NC1)C(F)F)C1=NN(C(N1)=O)C1=CC=C(C=C1)C(F)(F)F (3-(5-(aminomethyl)-2-(difluoromethyl)pyridin-3-yl)-1-(4-(trifluoromethyl)phenyl)-1H-1,2,4-triazol-5(4H)-one), C(C(C)C)(=O)Cl (isobutyryl chloride), TEA. Solvent: C(Cl)Cl (DCM). Yields the product FC(C1=C(C=C(C=N1)CNC(C(C)C)=O)C1=NN(C(N1)=O)C1=CC=C(C=C1)C(F)(F)F)F (N-((6-(Difluoromethyl)-5-(5-oxo-1-(4-(trifluoromethyl)phenyl)-4,5-dihydro-1H-1,2,4-triazol-3-yl)pyridin-3-yl)methyl)isobutyramide). Yield: 27.4%. As a reaction SMILES: [NH2:1][CH2:2][C:3]1[CH:4]=[C:5]([C:12]2[NH:16][C:15](=[O:17])[N:14]([C:18]3[CH:23]=[CH:22][C:21]([C:24]([F:27])([F:26])[F:25])=[CH:20][CH:19]=3)[N:13]=2)[C:6]([CH:9]([F:11])[F:10])=[N:7][CH:8]=1.[C:28](Cl)(=[O:32])[CH:29]([CH3:31])[CH3:30]>C(Cl)Cl>[F:10][CH:9]([F:11])[C:6]1[N:7]=[CH:8][C:3]([CH2:2][NH:1][C:28](=[O:32])[CH:29]([CH3:31])[CH3:30])=[CH:4][C:5]=1[C:12]1[NH:16][C:15](=[O:17])[N:14]([C:18]2[CH:23]=[CH:22][C:21]([C:24]([F:26])([F:25])[F:27])=[CH:20][CH:19]=2)[N:13]=1. Procedure: The title compound was prepared by following the procedure as described in Example-108 by using 3-(5-(aminomethyl)-2-(difluoromethyl)pyridin-3-yl)-1-(4-(trifluoromethyl)phenyl)-1H-1,2,4-triazol-5(4H)-one (step-1 of Example-186, 0.50 g, 0.12 mmol), isobutyryl chloride (0.017 g, 0.15 mmol), TEA (0.042 g, 0.41 mmol) and DCM (10 mL) to afford 0.015 g of the desired product. 1H NMR (300 MHz, DMSO d6): δ 1.14-1.21 (m, 6H), 2.47 (m, 1H), 4.47 (s, 2H), 7.32-7.54 (m, 1H), 7.72 (d, J=8.7 Hz, 2H), 8.09 (br... Reactants: ClC=1C=C(C(=O)O)C=CC1OCCCCCCCCCCCCCC (3-Chloro-4-(tetradecyloxy)benzoic acid), C(C(=O)Cl)(=O)Cl (oxalyl chloride). The reagents and catalysts are CN(C=O)C (dimethylformamide). The solvent is C(Cl)(Cl)Cl (chloroform). Run at time 18 hour. Yields the product ClC=1C=C(C(=O)Cl)C=CC1OCCCCCCCCCCCCCC (3-Chloro-4-(tetradecyloxy)benzoyl chloride). The yield is 97.3%. As a reaction SMILES: [Cl:1][C:2]1[CH:3]=[C:4]([CH:8]=[CH:9][C:10]=1[O:11][CH2:12][CH2:13][CH2:14][CH2:15][CH2:16][CH2:17][CH2:18][CH2:19][CH2:20][CH2:21][CH2:22][CH2:23][CH2:24][CH3:25])[C:5](O)=[O:6].C(Cl)(=O)C([Cl:29])=O>C(Cl)(Cl)Cl.CN(C)C=O>[Cl:1][C:2]1[CH:3]=[C:4]([CH:8]=[CH:9][C:10]=1[O:11][CH2:12][CH2:13][CH2:14][CH2:15][CH2:16][CH2:17][CH2:18][CH2:19][CH2:20][CH2:21][CH2:22][CH2:23][CH2:24][CH3:25])[C:5]([Cl:29])=[O:6]. Procedure details: To a mixture of 50.0 g of product from Example 37 in 700 ml of chloroform and 10 drops of dimethylformamide is added, dropwise, 25.8 g of oxalyl chloride. The reaction is stirred at room temperature for 18 hours and concentrated in vacuo. The residue is dissolved in diethyl ether, filtered and concentrated in vacuo to give 51.1 g of the desired product as white crystals. Starting materials: CCN(C(C)C)C(C)C, ClCCl, CC(CO)c1ccc(F)nc1, CC(C)(C)[Si](C)(C)OS(=O)(=O)C(F)(F)F. The product is CC(CO[Si](C)(C)C(C)(C)C)c1ccc(F)nc1. RXN SMILES: [CH:27]([N:28]([CH2:29][CH3:30])[CH:31]([CH3:32])[CH3:33])([CH3:34])[CH3:35].[Cl:36][CH2:37][Cl:38].[F:16][c:17]1[cH:18][cH:19][c:20]([CH:23]([CH2:24][OH:25])[CH3:26])[cH:21][n:22]1.[F:1][C:2]([F:3])([F:4])[S:5]([O:6][Si:7]([CH3:8])([CH3:9])[C:10]([CH3:11])([CH3:12])[CH3:13])(=[O:14])=[O:15]>>[O:6]([Si:7]([CH3:8])([CH3:9])[C:10]([CH3:11])([CH3:12])[CH3:13])[CH2:24][CH:23]([c:20]1[cH:19][cH:18][c:17]([F:16])[n:22][cH:21]1)[CH3:26].